Dataset: the Open Reaction Database (ORD), a public repository of structured organic reaction records. Task: describe an organic reaction: reactants, conditions, products, and yield The reactants are CC(Br)C(=O)OC(C)(C)C, N#Cc1ccc(NCC(F)(F)F)cc1Cl. The product is CC(C(=O)OC(C)(C)C)N(CC(F)(F)F)c1ccc(C#N)c(Cl)c1. As a reaction SMILES: [Br:16][CH:17]([C:18](=[O:19])[O:20][C:21]([CH3:22])([CH3:23])[CH3:24])[CH3:25].[Cl:1][c:2]1[c:3]([C:4]#[N:5])[cH:6][cH:7][c:8]([NH:10][CH2:11][C:12]([F:13])([F:14])[F:15])[cH:9]1>>[Cl:1][c:2]1[c:3]([C:4]#[N:5])[cH:6][cH:7][c:8]([N:10]([CH2:11][C:12]([F:13])([F:14])[F:15])[CH:17]([C:18](=[O:19])[O:20][C:21]([CH3:22])([CH3:23])[CH3:24])[CH3:25])[cH:9]1. Reactants: O=C([O-])[O-], C=O, CNC, CCO, CC(=O)O, CC(C)c1cc2ccccc2[nH]1, [K+], [K+]. Product: CC(C)c1[nH]c2ccccc2c1CN(C)C. RXN SMILES: [C:18](=[O:19])([O-:20])[O-:21].[CH2:16]=[O:17].[CH3:13][NH:14][CH3:15].[CH3:24][CH2:25][OH:26].[CH3:27][C:28](=[O:29])[OH:30].[CH:1]([CH3:2])([CH3:3])[c:4]1[nH:5][c:6]2[cH:7][cH:8][cH:9][cH:10][c:11]2[cH:12]1.[K+:22].[K+:23]>>[CH:1]([CH3:2])([CH3:3])[c:4]1[nH:5][c:6]2[cH:7][cH:8][cH:9][cH:10][c:11]2[c:12]1[CH2:18][N:14]([CH3:13])[CH3:15]. The reactants are O=C1CCC(=O)N1Br, O=C(OOC(=O)c1ccccc1)c1ccccc1, Cc1ccc2c(ccn2C(=O)OC(C)(C)C)c1, ClC(Cl)(Cl)Cl. The product is CC(C)(C)OC(=O)n1ccc2cc(CBr)ccc21. RXN SMILES: [Br:18][N:19]1[C:20](=[O:21])[CH2:22][CH2:23][C:24]1=[O:25].[C:26]([O:27][O:28][C:29](=[O:30])[c:31]1[cH:32][cH:33][cH:34][cH:35][cH:36]1)(=[O:37])[c:38]1[cH:39][cH:40][cH:41][cH:42][cH:43]1.[CH3:1][c:2]1[cH:3][c:4]2[cH:5][cH:6][n:7]([C:11](=[O:12])[O:13][C:14]([CH3:15])([CH3:16])[CH3:17])[c:8]2[cH:9][cH:10]1.[Cl:44][C:45]([Cl:46])([Cl:47])[Cl:48]>>[CH2:1]([c:2]1[cH:3][c:4]2[cH:5][cH:6][n:7]([C:11](=[O:12])[O:13][C:14]([CH3:15])([CH3:16])[CH3:17])[c:8]2[cH:9][cH:10]1)[Br:18]. The reactants are BrC=1SC(=C(N1)C(NC=1C=NN(C1[C@H]1OC[C@H]([C@@H](CC1)NC(=O)OC(C)(C)C)F)C)=O)NC(OC(C)(C)C)=O (tert-butyl N-[2-bromo-4-[[5-[(2S,5R,6S)-5-(tert-butoxycarbonylamino)-6-fluoro-oxepan-2-yl]-1-methyl-pyrazol-4-yl]carbamoyl]thiazol-5-yl]carbamate), BrC=1SC(=C(N1)C(NC=1C=NN(C1[C@H]1OC[C@H]([C@@H](CC1)NC(=O)OC(C)(C)C)F)C)=O)NC(OC(C)(C)C)=O (tert-butyl N-[2-bromo-4-[[5-[(2S,5R,6S)-5-(tert-butoxycarbonylamino)-6-fluoro-oxepan-2-yl]-1-methyl-pyrazol-4-yl]carbamoyl]thiazol-5-yl]carbamate), CN1N=CC(=C1C)B(O)O ((1,5-dimethyl-1H-pyrazol-4-yl)boronic acid). Product: NC1=C(N=C(S1)C=1C=NN(C1C)C)C(=O)NC=1C=NN(C1[C@H]1OC[C@H]([C@@H](CC1)N)F)C (5-amino-N-(5-((2S,5R,6S)-5-amino-6-fluorooxepan-2-yl)-1-methyl-1H-pyrazol-4-yl)-2-(1,5-dimethyl-1H-pyrazol-4-yl)thiazole-4-carboxamide). RXN SMILES: Br[C:2]1[S:3][C:4]([NH:32]C(=O)OC(C)(C)C)=[C:5]([C:7](=[O:31])[NH:8][C:9]2[CH:10]=[N:11][N:12]([CH3:30])[C:13]=2[C@@H:14]2[CH2:20][CH2:19][C@@H:18]([NH:21]C(OC(C)(C)C)=O)[C@H:17]([F:29])[CH2:16][O:15]2)[N:6]=1.[CH3:40][N:41]1[C:45]([CH3:46])=[C:44](B(O)O)[CH:43]=[N:42]1>>[NH2:32][C:4]1[S:3][C:2]([C:44]2[CH:43]=[N:42][N:41]([CH3:40])[C:45]=2[CH3:46])=[N:6][C:5]=1[C:7]([NH:8][C:9]1[CH:10]=[N:11][N:12]([CH3:30])[C:13]=1[C@@H:14]1[CH2:20][CH2:19][C@@H:18]([NH2:21])[C@H:17]([F:29])[CH2:16][O:15]1)=[O:31]. Procedure: Following the procedure for Example 101 starting from tert-butyl N-[2-bromo-4-[[5-[(2S,5R,6S)-5-(tert-butoxycarbonylamino)-6-fluoro-oxepan-2-yl]-1-methyl-pyrazol-4-yl]carbamoyl]thiazol-5-yl]carbamate (Intermediate 95), and replacing 3,6-dihydro-2H-pyran-4-boronic acid pinacol ester with (1,5-dimethyl-1H-pyrazol-4-yl)boronic acid gave 257. 1H NMR (400 MHz, DMSO-d6) δ 9.01 (s, 1H), 7.80 (s, 1H), 7.72 (s, 1H), 7.25 (s, 2H), 4.79 (dd, J=10.7, 3.6 Hz, 1H), 4.41 (ddd, J=49.5, 4.9, 2.7 Hz, 1H), 4.26-3.... The reactants are ClC=1C=C(C=CC1OCC1=CC=NC=C1)NC1=NC=NN2C1=C(C=C2)CN2CCC(CC2)NC(OC(C)(C)C)=O ((1-{4-[3-Chloro-4-(pyridin-4-ylmethoxy)-phenylamino]-pyrrolo[2,1-f][1,2,4]triazin-5-ylmethyl}-piperidin-4-yl)-carbamic acid, tert-butyl ester), ROD, FC(C(=O)O)(F)F (trifluoroacetic acid), NC1CCN(CC1)CC=1C=CN2N=CN=C(C21)NC2=CC(=C(C=C2)OCC2=NC=CC=C2)Cl ([5-(4-amino-piperidin-1-ylmethyl)-pyrrolo[2,1-f][1,2,4]triazin-4-yl]-[3-chloro-4-(pyridin-2-ylmethoxy)-phenyl]-amine). Solvent: CO (methanol). The product is NC1CCN(CC1)CC=1C=CN2N=CN=C(C21)NC2=CC(=C(C=C2)OCC2=CC=NC=C2)Cl ([5-(4-Amino-piperidin-1-ylmethyl)-pyrrolo[2,1-f][1,2,4]triazin-4-yl]-[3-chloro-4-(pyridin-4-ylmethoxy)-phenyl]-amine). RXN SMILES: [Cl:1][C:2]1[CH:3]=[C:4]([NH:16][C:17]2[C:22]3=[C:23]([CH2:26][N:27]4[CH2:32][CH2:31][CH:30]([NH:33]C(=O)OC(C)(C)C)[CH2:29][CH2:28]4)[CH:24]=[CH:25][N:21]3[N:20]=[CH:19][N:18]=2)[CH:5]=[CH:6][C:7]=1[O:8][CH2:9][C:10]1[CH:15]=[CH:14][N:13]=[CH:12][CH:11]=1.NC1CCN(CC2C=CN3C=2C(NC2C=CC(OCC4C=CC=CN=4)=C(Cl)C=2)=NC=N3)CC1.FC(F)(F)C(O)=O>CO>[NH2:33][CH:30]1[CH2:31][CH2:32][N:27]([CH2:26][C:23]2[CH:24]=[CH:25][N:21]3[C:22]=2[C:17]([NH:16][C:4]2[CH:5]=[CH:6][C:7]([O:8][CH2:9][C:10]4[CH:11]=[CH:12][N:13]=[CH:14][CH:15]=4)=[C:2]([Cl:1])[CH:3]=2)=[N:18][CH:19]=[N:20]3)[CH2:28][CH2:29]1. Procedure: Compound 21C (31 mg) was prepared from 21B by a route analogous to that used for the preparation of 1G as a white solid. Analytical HPLC retention time=1.480 min. (Chromolith Speed ROD column 4.6×50 mm, 10–90% aqueous methanol over 4 minutes containing 0.2% trifluoroacetic acid, 4 mL/min, monitoring at 254 nm) and a LC/MS M++1=464+.